Task: describe an organic reaction: reactants, conditions, products, and yield. Dataset: the Open Reaction Database (ORD), a public repository of structured organic reaction records The reactants are C1(CCCCC1)OC(NC1CN(C2=CC=C(C=C2C1)C=1N=NNN1)CC1=CC=CC=C1)=O ([1-benzyl-6-(2H-tetrazol-5-yl)-1,2,3,4-tetrahydroquinolin-3-yl]-carbamic acid cyclohexyl ester), IC (iodomethane), CN(C)C=O (DMF), C(=O)([O-])[O-].[Cs+].[Cs+] (Cs2CO3). Run in CC#N (CH3CN), C1CCOC1 (THF), O (H2O). Reaction conditions: time 16 hour. Yields the product C1(CCCCC1)OC(NC1CN(C2=CC=C(C=C2C1)C=1N=NN(N1)C)CC1=CC=CC=C1)=O ([1-Benzyl-6-(2-methyl-2H-tetrazol-5-yl)-1,2,3,4-tetrahydroquinolin-3-yl]-carbamic acid cyclohexyl ester). As a reaction SMILES: [CH:1]1([O:7][C:8](=[O:32])[NH:9][CH:10]2[CH2:19][C:18]3[C:13](=[CH:14][CH:15]=[C:16]([C:20]4[N:21]=[N:22][NH:23][N:24]=4)[CH:17]=3)[N:12]([CH2:25][C:26]3[CH:31]=[CH:30][CH:29]=[CH:28][CH:27]=3)[CH2:11]2)[CH2:6][CH2:5][CH2:4][CH2:3][CH2:2]1.[CH3:33]N(C=O)C.C([O-])([O-])=O.[Cs+].[Cs+].IC>CC#N.O.C1COCC1>[CH:1]1([O:7][C:8](=[O:32])[NH:9][CH:10]2[CH2:19][C:18]3[C:13](=[CH:14][CH:15]=[C:16]([C:20]4[N:21]=[N:22][N:23]([CH3:33])[N:24]=4)[CH:17]=3)[N:12]([CH2:25][C:26]3[CH:27]=[CH:28][CH:29]=[CH:30][CH:31]=3)[CH2:11]2)[CH2:6][CH2:5][CH2:4][CH2:3][CH2:2]1 |f:2.3.4|. Procedure: To a stirred solution of [1-benzyl-6-(2H-tetrazol-5-yl)-1,2,3,4-tetrahydroquinolin-3-yl]-carbamic acid cyclohexyl ester (61 mg, 0.14 mmol), prepared as described in Example 53, in CH3CN (0.5 mL)-DMF (0.5 mL)-THF (0.5 mL) at RT was added Cs2CO3 (63.4 mg, 0.19 mmol), followed by iodomethane (7.8 μL, 0.126 mmol). The reaction mixture was stirred at RT for 16 h and then diluted with H2O, extracted with EtOAc (10 mL×3). The organic extracts were washed saturated aqueous NaCl, dried Na2SO4), and conce... Reactants: C1(=CC=CC=C1)NC1=CC=CC=C1 (diphenylamine), [OH-].[K+] (potassium hydroxide), C(C#C)Br (propargyl bromide). Reagents/catalysts: [Br-].C(CCC)[N+](CCCC)(CCCC)CCCC (tetrabutylammonium bromide). Run in O1CCCC1 (tetrahydrofuran), C(C)OCC (diethyl ether). Run at time 1 hour. Yields the product C1(=CC=CC=C1)N(C1=CC=CC=C1)CC#C (N,N-Diphenylpropargylamine). The yield is 25.7%. As a reaction SMILES: [C:1]1([NH:7][C:8]2[CH:13]=[CH:12][CH:11]=[CH:10][CH:9]=2)[CH:6]=[CH:5][CH:4]=[CH:3][CH:2]=1.[OH-].[K+].[CH2:16](Br)[C:17]#[CH:18]>[Br-].C([N+](CCCC)(CCCC)CCCC)CCC.O1CCCC1.C(OCC)C>[C:8]1([N:7]([CH2:18][C:17]#[CH:16])[C:1]2[CH:2]=[CH:3][CH:4]=[CH:5][CH:6]=2)[CH:9]=[CH:10][CH:11]=[CH:12][CH:13]=1 |f:1.2,4.5|. Procedure: To a well-stirred mixture of diphenylamine (50 g, 0.3 mol), powdered potassium hydroxide (43 g, 0.65 mol) and tetrabutylammonium bromide (4.7 g, 0.015 mol) in 500 ml of tetrahydrofuran is added dropwise with cooling propargyl bromide (42 g, 0.35 mol). The resulting mixture is stirred at room temperature for one hour and then at 60° C. for ten hours. The mixture is cooled, diluted with diethyl ether and then filtered. The solvent is removed from the filtrate in vacuo to give a black oil. Distilla... Reactants: N (ammonia), N (ammonia), OS(=O)(=O)O (H2SO4), C[Si](N[Si](C)(C)C)(C)C (hexamethyldisilazane), C1(=CC=CC=C1)S(=O)(=O)N (benzenesulfonamide), S1(=O)(=O)NC(=O)C2=CC=CC=C12 (saccharin). Run in O (water), C(C)(=O)OCC (ethyl acetate). Conditions: time 25 minute. Yields the product C[Si](NS(=O)(=O)C1=CC=CC=C1)(C)C (N-trimethylsilylbenzensulfonamide). Reaction SMILES: [CH3:1][Si:2]([CH3:9])([CH3:8])[NH:3][Si](C)(C)C.[C:10]1([S:16](N)(=[O:18])=[O:17])[CH:15]=[CH:14][CH:13]=[CH:12][CH:11]=1.S1(C2C(=CC=CC=2)C(=O)N1)(=O)=O.N.OS(O)(=O)=O>C(OCC)(=O)C.O>[CH3:1][Si:2]([CH3:9])([CH3:8])[NH:3][S:16]([C:10]1[CH:15]=[CH:14][CH:13]=[CH:12][CH:11]=1)(=[O:18])=[O:17]. Reported procedure: 15.6 ml of hexamethyldisilazane (75 mmoles) were added to a refluxing suspension of 15.72 g (0.1 mole) of benzenesulfonamide and 18 mg (0.1 mmole) of saccharin in 45 ml of ethyl acetate under nitrogen and the nitrogen was passed through water to determine the amount of ammonia evolved. By titrating with 1 N H2SO4, it was found that the calculated amount of ammonia was set free in 25 minutes and the residue of N-trimethylsilylbenzensulfonamide obtained after evaporating the volatile materials in ...